From a dataset of the Open Reaction Database (ORD), a public repository of structured organic reaction records. describe an organic reaction: reactants, conditions, products, and yield Reactants: C(=O)C=1C=C(CCl)C=CC1O (3-Formyl-4-hydroxy benzyl chloride), C(C)(=O)OC(C)=O (acetic anhydride). Product: C(C)(=O)OC(C=1C=C(CCl)C=CC1OC(C)=O)OC(C)=O (3-(diacetoxymethyl)-4-acetoxybenzyl chloride). The yield is 79.0%. RXN SMILES: [CH:1]([C:3]1[CH:4]=[C:5]([CH:8]=[CH:9][C:10]=1[OH:11])[CH2:6][Cl:7])=[O:2].C([O:15][C:16](=[O:18])[CH3:17])(=O)C>>[C:1]([O:2][CH:1]([O:15][C:16](=[O:18])[CH3:17])[C:3]1[CH:4]=[C:5]([CH:8]=[CH:9][C:10]=1[O:11][C:10](=[O:11])[CH3:9])[CH2:6][Cl:7])(=[O:2])[CH3:3]. Procedure details: 3-Formyl-4-hydroxy benzyl chloride (675 g., 3.96 moles) in 3.5 liters of acetic anhydride is refluxed for 24 hours. The reaction mixture is evaporated to dryness, triturated with a minimum amount of ether and filtered to yield 987 g (79%) of 3-(diacetoxymethyl)-4-acetoxybenzyl chloride, m.p. 93°-95°. Starting materials: C(C)(C)(C)OC(=O)N1N=C(C2=C1C=CS2)I (3-iodo-thieno[3,2-c]pyrazole-1-carboxylic acid tert-butyl ester), C([O-])([O-])=O.[K+].[K+] (potassium carbonate), N#N (N2), O1CCCC1 (tetrahydrofuran), 5-(tert-butyl-dimethyl-silanyloxymethyl)-1H-indole-2-boronic acid 1-carboxylic acid tert-butyl ester, Intermediate ( 8 ). The reagents and catalysts are C=1C=CC(=CC1)[P](C=2C=CC=CC2)(C=3C=CC=CC3)[Pd]([P](C=4C=CC=CC4)(C=5C=CC=CC5)C=6C=CC=CC6)([P](C=7C=CC=CC7)(C=8C=CC=CC8)C=9C=CC=CC9)[P](C=1C=CC=CC1)(C=1C=CC=CC1)C=1C=CC=CC1 (tetrakis(triphenylphosphine)palladium(0)). The solvent is C(C)(=O)OCC (ethyl acetate). Reaction conditions: temperature 57.5 celsius. The product is C(C)(C)(C)OC(=O)N1C=CC2=CC=CC=C12 (indole-1-carboxlic acid tert-butyl ester). The yield is 69.0%. Reaction SMILES: [C:1]([O:5][C:6]([N:8]1[C:12]2[CH:13]=[CH:14]S[C:11]=2[C:10](I)=N1)=[O:7])([CH3:4])([CH3:3])[CH3:2].[C:17](=O)([O-])[O-].[K+].[K+].N#N.O1CC[CH2:27][CH2:26]1>C(OCC)(=O)C.C1C=CC([P]([Pd]([P](C2C=CC=CC=2)(C2C=CC=CC=2)C2C=CC=CC=2)([P](C2C=CC=CC=2)(C2C=CC=CC=2)C2C=CC=CC=2)[P](C2C=CC=CC=2)(C2C=CC=CC=2)C2C=CC=CC=2)(C2C=CC=CC=2)C2C=CC=CC=2)=CC=1>[C:1]([O:5][C:6]([N:8]1[C:12]2[C:11](=[CH:10][CH:17]=[CH:14][CH:13]=2)[CH:27]=[CH:26]1)=[O:7])([CH3:4])([CH3:3])[CH3:2] |f:1.2.3,^1:39,41,60,79|. Procedure details: A mixture of 5-(tert-butyl-dimethyl-silanyloxymethyl)-1H-indole-2-boronic acid 1-carboxylic acid tert-butyl ester [3.82 g, 9.42 mmol, Intermediate (8), prepared as described in Example 1-4 of International Patent Application Publication No. WO 02/32861], 3-iodo-thieno[3,2-c]pyrazole-1-carboxylic acid tert-butyl ester [4.0 g, 11.42 mmol, Example 5B above], tetrakis(triphenylphosphine)palladium(0) (544 mg, 0.470 mmol), potassium carbonate (2M aqueous, 12 mL) in tetrahydrofuran (60 mL) is purged wi...